From a dataset of the Open Reaction Database (ORD), a public repository of structured organic reaction records. describe an organic reaction: reactants, conditions, products, and yield Starting materials: C(CCCCCCC)(=O)Br (octanoyl bromide), C(CCCCCCC)(=O)Br (octanoyl bromide), C(CCCCCCC)(=O)Br (octanoyl bromide), O=C(O)CN(C)C(N)=N (creatine), C(CCCCCCC)(=O)Br (octanoyl bromide), N1=CC=CC=C1 (pyridine), C(=O)=O (dry ice). The solvent is ClCCl (dichloromethane), CC(=O)C (acetone). The product is CN(C(=N)NC(CCCCCCC)=O)CC(=O)O (2-(1-methyl-3-octanoylguanidino)acetic acid). Reaction SMILES: [C:1](Br)(=[O:9])[CH2:2][CH2:3][CH2:4][CH2:5][CH2:6][CH2:7][CH3:8].[O:11]=[C:12]([CH2:14][N:15]([C:17](=[NH:19])[NH2:18])[CH3:16])[OH:13].N1C=CC=CC=1.C(=O)=O>ClCCl.CC(C)=O>[CH3:16][N:15]([CH2:14][C:12]([OH:13])=[O:11])[C:17]([NH:19][C:1](=[O:9])[CH2:2][CH2:3][CH2:4][CH2:5][CH2:6][CH2:7][CH3:8])=[NH:18]. Reported procedure: In a dry 3-necked, round bottomed flask, equipped with a magnetic stirrer, a thermometer, a nitrogen inlet tube and the dropping funnel containing the octanoyl bromide solution, 7.08 g (54 mmol) of creatine is suspended, with stirring, in 50 ml of dry dichloromethane. To this suspension a catalytic amount (0.1 mmol) of pyridine is also added. The suspension is stirred in a dry ice and acetone bath to a temperature of between to about −10° C. and 0° C. When the target temperature is reached the d... Starting materials: [Na] (sodium), NO.O (NH2OH.H2O), C(=O)(O)[O-].[Na+] (NaHCO3), COC(C1=CC(=C(C=C1)CN1C(CCCC1C1=NC=CC=C1C)C1=NC=CC=C1C)COC)=O (4-(3,3″-dimethyl-3′,4′,5′,6′-tetrahydro-2′H-[2,2′;6′,2″]terpyridin-1′-ylmethyl)-3-methoxymethyl-benzoic acid methyl ester). The solvent is CO (MeOH), C(Cl)(Cl)Cl (CHCl3), CO (MeOH). Reaction conditions: time 16 hour. Yields the product CC=1C(=NC=CC1)C1N(C(CCC1)C1=NC=CC=C1C)CC1=C(C=C(C(=O)NO)C=C1)COC (4-(3,3″-Dimethyl-3′,4′,5′,6′-tetrahydro-2′H-[2,2′;6′,2″]terpyridin-1′-ylmethyl)-N-hydroxy-3-methoxvmethyl-benzamide). Isolated yield 35.2%. Reaction SMILES: [Na].[NH2:2][OH:3].O.C[O:6][C:7](=O)[C:8]1[CH:13]=[CH:12][C:11]([CH2:14][N:15]2[CH:20]([C:21]3[C:26]([CH3:27])=[CH:25][CH:24]=[CH:23][N:22]=3)[CH2:19][CH2:18][CH2:17][CH:16]2[C:28]2[C:33]([CH3:34])=[CH:32][CH:31]=[CH:30][N:29]=2)=[C:10]([CH2:35][O:36][CH3:37])[CH:9]=1.C([O-])(O)=O.[Na+]>CO.C(Cl)(Cl)Cl>[CH3:34][C:33]1[C:28]([CH:16]2[CH2:17][CH2:18][CH2:19][CH:20]([C:21]3[C:26]([CH3:27])=[CH:25][CH:24]=[CH:23][N:22]=3)[N:15]2[CH2:14][C:11]2[CH:12]=[CH:13][C:8]([C:7]([NH:2][OH:3])=[O:6])=[CH:9][C:10]=2[CH2:35][O:36][CH3:37])=[N:29][CH:30]=[CH:31][CH:32]=1 |f:1.2,4.5,^1:0|. Reported procedure: To a stirred solution of sodium (100 mg, 4.2 mmol) in anhydrous MeOH (4 mL) was added NH2OH.H2O (260 mg, 3.7 mmol) followed by a solution of 4-(3,3″-dimethyl-3′,4′,5′,6′-tetrahydro-2′H-[2,2′;6′,2″]terpyridin-1′-ylmethyl)-3-methoxymethyl-benzoic acid methyl ester (170 mg, 0.37 mmol) in anhydrous MeOH (4 mL). The mixture was stirred for 16 hours, diluted with CHCl3 (50 mL) and poured into a saturated NaHCO3 solution (50 mL). The aqueous layer was extracted with CHCl3 (5×25 mL). The combined organi... Starting materials: CC(C)(C)O, COc1cccc(C(=O)c2ncc(C=O)c3cc(OCc4ccccc4)c(OC)cc23)c1, CC=C(C)C, [O-][Cl+][O-], [Na+], [Na+], O, O, O=P([O-])(O)O. The product is COc1cccc(C(=O)c2ncc(C(=O)O)c3cc(OCc4ccccc4)c(OC)cc23)c1. As a reaction SMILES: [C:49]([OH:50])([CH3:51])([CH3:52])[CH3:53].[CH2:1]([c:2]1[cH:3][cH:4][cH:5][cH:6][cH:7]1)[O:8][c:9]1[cH:10][c:11]2[c:12]([CH:31]=[O:32])[cH:13][n:14][c:15]([C:21]([c:22]3[cH:23][c:24]([O:28][CH3:29])[cH:25][cH:26][cH:27]3)=[O:30])[c:16]2[cH:17][c:18]1[O:19][CH3:20].[CH3:40][C:41](=[CH:42][CH3:43])[CH3:44].[Cl+:45]([O-:46])[O-:47].[Na+:39].[Na+:48].[OH2:33].[OH2:54].[P:34](=[O:35])([O-:36])([OH:37])[OH:38]>>[CH2:1]([c:2]1[cH:3][cH:4][cH:5][cH:6][cH:7]1)[O:8][c:9]1[cH:10][c:11]2[c:12]([C:31](=[O:32])[OH:35])[cH:13][n:14][c:15]([C:21]([c:22]3[cH:23][c:24]([O:28][CH3:29])[cH:25][cH:26][cH:27]3)=[O:30])[c:16]2[cH:17][c:18]1[O:19][CH3:20]. Solvent: CN(C)C=O (DMF), CN(C=O)C (N,N-dimethylformamide). RXN SMILES: [CH2:1]([OH:10])[CH:2]=[CH:3][C:4]1[CH:9]=[CH:8][CH:7]=[CH:6][CH:5]=1.[Na].[H][H].[C:14]([N:22]1[CH2:27][CH2:26][CH:25]([CH2:28][CH2:29]OS(C2C=CC(C)=CC=2)(=O)=O)[CH2:24][CH2:23]1)(=[O:21])[C:15]1[CH:20]=[CH:19][CH:18]=[CH:17][CH:16]=1.[H-].[Na+]>CN(C)C=O>[C:14]([N:22]1[CH2:27][CH2:26][CH:25]([CH2:28][CH2:29][O:10][CH2:1]/[CH:2]=[CH:3]/[C:4]2[CH:9]=[CH:8][CH:7]=[CH:6][CH:5]=2)[CH2:24][CH2:23]1)(=[O:21])[C:15]1[CH:20]=[CH:19][CH:18]=[CH:17][CH:16]=1 |f:4.5,^1:10|. The yield is 64.6%. Reported procedure: Cinnamyl alcohol (1.52 g, 11.3 mmol) an sodium hydrode (0.56 g, 14 mmol, 60% oil disp.) were stirred in dry N,N-dimethylformamide (15 mL) at room temperature under a nitrogen atmosphere for 45 minutes. After the hydrogen gas evolution had ceased, a solution of 1-benzoyl-4[(p-toluene sulfonyl)oxyethyl]piperidine (3.93 g, 11.3 mmol) in dry DMF (40 mL) was added, and the mixture was stirred for 18 hours. Additional sodium hydride (0.53 g) was added, and the reaction was further stirred for 24 hours... Reactants: [H-].[Na+] (sodium hydride), [H][H] (hydrogen), C(C1=CC=CC=C1)(=O)N1CCC(CC1)CCOS(=O)(=O)C1=CC=C(C=C1)C (1-benzoyl-4[(p-toluene sulfonyl)oxyethyl]piperidine), C(C=CC1=CC=CC=C1)O (Cinnamyl alcohol), [Na] (sodium), oil. Yields the product C(C1=CC=CC=C1)(=O)N1CCC(CC1)CCOC\C=C\C1=CC=CC=C1 ((E)-1-benzoyl-4-[(3-phenyl-2-propenyloxy)ethyl]piperidine). Reaction conditions: time 18 hour. Starting materials: Cc1oc(-c2ccccc2)nc1CCCC#C[Si](C)(C)C, CO, [K+], [OH-]. Yields the product C#CCCCc1nc(-c2ccccc2)oc1C. As a reaction SMILES: [CH3:1][c:2]1[c:3]([CH2:13][CH2:14][CH2:15][C:16]#[C:17][Si:18]([CH3:19])([CH3:20])[CH3:21])[n:4][c:5](-[c:7]2[cH:8][cH:9][cH:10][cH:11][cH:12]2)[o:6]1.[CH3:24][OH:25].[K+:23].[OH-:22]>>[CH3:1][c:2]1[c:3]([CH2:13][CH2:14][CH2:15][C:16]#[CH:17])[n:4][c:5](-[c:7]2[cH:8][cH:9][cH:10][cH:11][cH:12]2)[o:6]1. Starting materials: Cl.N1=C(C=CC=C1)C=1NNC2=C(N1)C=NC=C2 (3-(2-pyridyl)-1,2-dihydropyrido[3,4-e]-as-triazine hydrochloride), C(C=1C(O)=CC=CC1)(=O)Cl (salicyloyl chloride). The product is Cl.C(C=1C(O)=CC=CC1)(=O)N1NC(=NC2=C1C=CN=C2)C2=NC=CC=C2 (1-salicyloyl-3-(2-pyridyl)-1,2-dihydropyrido[3,4-e]-as-triazine hydrochloride). Yield: 78.0%. Reaction SMILES: Cl.[N:2]1[CH:7]=[CH:6][CH:5]=[CH:4][C:3]=1[C:8]1[NH:9][NH:10][C:11]2[CH:17]=[CH:16][N:15]=[CH:14][C:12]=2[N:13]=1.[C:18]([Cl:27])(=[O:26])[C:19]1[C:20](=[CH:22][CH:23]=[CH:24][CH:25]=1)[OH:21]>>[ClH:27].[C:18]([N:10]1[C:11]2[CH:17]=[CH:16][N:15]=[CH:14][C:12]=2[N:13]=[C:8]([C:3]2[CH:4]=[CH:5][CH:6]=[CH:7][N:2]=2)[NH:9]1)(=[O:26])[C:19]1[C:20](=[CH:22][CH:23]=[CH:24][CH:25]=1)[OH:21] |f:0.1,3.4|. Procedure: 2.46 g (0.01 moles) of 3-(2-pyridyl)-1,2-dihydropyrido[3,4-e]-as-triazine hydrochloride are reacted with salicyloyl chloride as described in Example 2 to obtain 1-salicyloyl-3-(2-pyridyl)-1,2-dihydropyrido[3,4-e]-as-triazine hydrochloride with a yield of 78%; m.p.: 219°-220° C. Conditions: time 26 hour. RXN SMILES: [NH2:1][C:2]1[CH:3]=[CH:4][C:5]([C:8]([NH2:10])=[NH:9])=[N:6][CH:7]=1.C([O:13][C:14](=O)[CH:15]([Cl:19])[C:16]([CH3:18])=O)C.C(=O)([O-])[O-].[Na+].[Na+]>O.C(O)C>[NH2:1][C:2]1[CH:3]=[CH:4][C:5]([C:8]2[N:10]=[C:14]([OH:13])[C:15]([Cl:19])=[C:16]([CH3:18])[N:9]=2)=[N:6][CH:7]=1 |f:2.3.4|. Starting materials: NC=1C=CC(=NC1)C(=N)N (5-Aminopyridine-2-carboxamidine), C(C)OC(C(C(=O)C)Cl)=O (ethyl-2-chloroacetoacetate), C([O-])([O-])=O.[Na+].[Na+] (sodium carbonate). Reported procedure: To a solution of compound of example 12 (0.05 g, 0.36 mmol) in water (2 mL) and ethanol (1 mL) was added ethyl-2-chloroacetoacetate (0.096 g, 0.58 mmol) and sodium carbonate (0.070 g, 0.66 mmol) and the reaction mixture was stirred at room temperature for 26 hours. Ethanol was removed under reduced pressure, and the reaction mixture was diluted with water and extracted with ethyl acetate. The organic layer was dried over anhydrous sodium sulfate and concentrated to obtain the crude product, whic... Solvent: O (water), C(C)O (ethanol). The product is NC=1C=CC(=NC1)C1=NC(=C(C(=N1)O)Cl)C (2-(5-Aminopyridin-2-yl)-5-chloro-6-methylpyrimidin-4-ol).